This data is from the Open Reaction Database (ORD), a public repository of structured organic reaction records. The task is: describe an organic reaction: reactants, conditions, products, and yield The reactants are O=C(c1ncc[nH]1)c1ncc[nH]1, COC(=O)C(N)Cc1cc(C)c2[nH]ncc2c1, O=C1Nc2c(F)cccc2CN1C1CCNCC1, C1CCOC1. The product is COC(=O)C(Cc1cc(C)c2[nH]ncc2c1)NC(=O)N1CCC(N2Cc3cccc(F)c3NC2=O)CC1. RXN SMILES: [C:18](=[O:19])([c:20]1[nH:21][cH:22][cH:23][n:24]1)[c:25]1[nH:26][cH:27][cH:28][n:29]1.[CH3:1][O:2][C:3]([CH:4]([CH2:5][c:6]1[cH:7][c:8]2[cH:9][n:10][nH:11][c:12]2[c:13]([CH3:15])[cH:14]1)[NH2:16])=[O:17].[F:30][c:31]1[cH:32][cH:33][cH:34][c:35]2[c:40]1[NH:39][C:38](=[O:41])[N:37]([CH:42]1[CH2:43][CH2:44][NH:45][CH2:46][CH2:47]1)[CH2:36]2.[O:48]1[CH2:49][CH2:50][CH2:51][CH2:52]1>>[CH3:1][O:2][C:3]([CH:4]([CH2:5][c:6]1[cH:7][c:8]2[cH:9][n:10][nH:11][c:12]2[c:13]([CH3:15])[cH:14]1)[NH:16][C:18](=[O:19])[N:45]1[CH2:44][CH2:43][CH:42]([N:37]2[CH2:36][c:35]3[cH:34][cH:33][cH:32][c:31]([F:30])[c:40]3[NH:39][C:38]2=[O:41])[CH2:47][CH2:46]1)=[O:17]. Reactants: OC=1C=C2C=CNC2=CC1 (5-hydroxyindole), [Na] (sodium), C(C)(C)(C)OC(=O)N1C(CCCC1)=O (N-(tert-butoxycarbonyl)piperidone). Solvent: CO (methanol). Yields the product C(C)(C)(C)OC(=O)N1CCC(=CC1)C1=CNC2=CC=C(C=C12)O (3-(N-tert-Butoxycarbonyl-1,2,3,6-tetrahydropyridin-4-yl)-1H-indol-5-ol). As a reaction SMILES: [Na].[OH:2][C:3]1[CH:4]=[C:5]2[C:9](=[CH:10][CH:11]=1)[NH:8][CH:7]=[CH:6]2.[C:12]([O:16][C:17]([N:19]1[CH2:24][CH2:23][CH2:22][CH2:21][C:20]1=O)=[O:18])([CH3:15])([CH3:14])[CH3:13]>CO>[C:12]([O:16][C:17]([N:19]1[CH2:20][CH:21]=[C:22]([C:6]2[C:5]3[C:9](=[CH:10][CH:11]=[C:3]([OH:2])[CH:4]=3)[NH:8][CH:7]=2)[CH2:23][CH2:24]1)=[O:18])([CH3:15])([CH3:13])[CH3:14] |^1:0|. Procedure details: To a solution of sodium (4.8 g; 210 mmol) in dry methanol (130 ml), there are added, at room temperature, 5-hydroxyindole (4 g; 30.04 mmol) and N-(tert-butoxycarbonyl)piperidone (8.9 g; 45.1 mmol). Starting materials: O=C1CCC(=O)N1Br, Cc1ccc(-c2ccccc2C(N)=O)cc1, c1ccccc1. Product: NC(=O)c1ccccc1-c1ccc(CBr)cc1. As a reaction SMILES: [Br:17][N:18]1[C:19](=[O:20])[CH2:21][CH2:22][C:23]1=[O:24].[CH3:1][c:2]1[cH:3][cH:4][c:5](-[c:8]2[c:9]([C:14](=[O:15])[NH2:16])[cH:10][cH:11][cH:12][cH:13]2)[cH:6][cH:7]1.[cH:25]1[cH:26][cH:27][cH:28][cH:29][cH:30]1>>[CH2:1]([c:2]1[cH:3][cH:4][c:5](-[c:8]2[c:9]([C:14](=[O:15])[NH2:16])[cH:10][cH:11][cH:12][cH:13]2)[cH:6][cH:7]1)[Br:17]. Reactants: C(C=C)C1=C(C=CC(=C1)OC(F)(F)F)NC(C=C)=O (N-(2-allyl-4-(trifluoromethoxy)phenyl)acrylamide). The reagents and catalysts are catalyst I. Solvent: C(Cl)Cl (DCM). Run at time 3 hour. The product is FC(OC1=CC2=C(NC(C=CC2)=O)C=C1)(F)F (7-(Trifluoromethoxy)-1H-benzo[b]azepin-2(5H)-one). RXN SMILES: [CH2:1]([C:4]1[CH:9]=[C:8]([O:10][C:11]([F:14])([F:13])[F:12])[CH:7]=[CH:6][C:5]=1[NH:15][C:16](=[O:19])[CH:17]=[CH2:18])C=C>C(Cl)Cl>[F:14][C:11]([F:12])([F:13])[O:10][C:8]1[CH:7]=[CH:6][C:5]2[NH:15][C:16](=[O:19])[CH:17]=[CH:18][CH2:1][C:4]=2[CH:9]=1. Procedure details: To a solution of N-(2-allyl-4-(trifluoromethoxy)phenyl)acrylamide (15 g, 55.3 mmol) in DCM (800 ml) was added Zhan catalyst I (2.0 g, 2.77 mmol) and the mixture was stirred at room temperature for 3 hrs. The resulting mixture was concentrated under reduced pressure to give a crude solid that was recrystallized from ethyl acetate to give the title compound. Reactants: CC1(CCN(C2=CC(=CC=C12)C#CC1=CC=C(C(=O)OCC)C=C1)C1=CC=CC=C1)C (ethyl 4-(2-(4,4-dimethyl-1,2,3,4-tetrahydro-N-phenylquinolin-7-yl)ethynyl)benzoate), CC1(CCN(C2=CC(=CC=C12)C#CC1=CC=C(C(=O)OCC)C=C1)C1=CC=CC=C1)C (ethyl 4-(2-(4,4-dimethyl-1,2,3,4-tetrahydro-N-phenylquinolin-7-yl)ethynyl)benzoate), [Li+].[OH-] (LiOH). Solvent: O1CCCC1 (tetrahydrofuran). Conditions: time 20 hour. Product: CC1(CCN(C2=CC(=CC=C12)C#CC1=CC=C(C(=O)O)C=C1)C1=CC=CC=C1)C (4-(2-(4,4-Dimethyl-1,2,3,4-tetrahydro-N-phenylquinolin-7-yl)ethynyl)benzoic Acid). RXN SMILES: [CH3:1][C:2]1([CH3:31])[C:11]2[C:6](=[CH:7][C:8]([C:12]#[C:13][C:14]3[CH:24]=[CH:23][C:17]([C:18]([O:20]CC)=[O:19])=[CH:16][CH:15]=3)=[CH:9][CH:10]=2)[N:5]([C:25]2[CH:30]=[CH:29][CH:28]=[CH:27][CH:26]=2)[CH2:4][CH2:3]1.[Li+].[OH-]>O1CCCC1>[CH3:1][C:2]1([CH3:31])[C:11]2[C:6](=[CH:7][C:8]([C:12]#[C:13][C:14]3[CH:24]=[CH:23][C:17]([C:18]([OH:20])=[O:19])=[CH:16][CH:15]=3)=[CH:9][CH:10]=2)[N:5]([C:25]2[CH:30]=[CH:29][CH:28]=[CH:27][CH:26]=2)[CH2:4][CH2:3]1 |f:1.2|. Procedure: To a solution of 8.7 mg (0.02 mmol) of ethyl 4-(2-(4,4-dimethyl-1,2,3,4-tetrahydro-N-phenylquinolin-7-yl)ethynyl)benzoate (Compound 9) in 1.0 mL in tetrahydrofuran was added 0.5 mL (0.1 mmol) of 0.2M aqueous LiOH. The resulting solution was stirred at room temperature for 20 hours. The mixture was then concentrated in vacuo. Water was added, and the mixture was extracted with ethyl acetate (2x). The combined organic layers were washed with brine, dried (MgSO4), filtered, and concentrated in vacu...